This data is from the Open Reaction Database (ORD), a public repository of structured organic reaction records. The task is: describe an organic reaction: reactants, conditions, products, and yield The reactants are Brc1cncc(OCc2ccccc2)c1, ClCCl, O=C(OO)c1cccc(Cl)c1. The product is [O-][n+]1cc(Br)cc(OCc2ccccc2)c1. RXN SMILES: [CH2:1]([c:2]1[cH:3][cH:4][cH:5][cH:6][cH:7]1)[O:8][c:9]1[cH:10][n:11][cH:12][c:13]([Br:15])[cH:14]1.[Cl:27][CH2:28][Cl:29].[OH:16][O:17][C:18]([c:19]1[cH:20][c:21]([Cl:22])[cH:23][cH:24][cH:25]1)=[O:26]>>[CH2:1]([c:2]1[cH:3][cH:4][cH:5][cH:6][cH:7]1)[O:8][c:9]1[cH:10][n+:11]([O-:16])[cH:12][c:13]([Br:15])[cH:14]1.